describe an organic reaction: reactants, conditions, products, and yield From a dataset of the Open Reaction Database (ORD), a public repository of structured organic reaction records. The reactants are sterile solution, CC(=O)N(CCCCCNC(=O)CCC(=O)N(CCCCCNC(=O)CCC(=O)N(CCCCCN)O)O)O.CS(=O)(=O)O (Desferal), [Cl-].[Zn+2].[Cl-] (zinc chloride), O=C[C@H](O)[C@@H](O)[C@H](O)[C@H](O)CO (glucose), CC(=O)N(CCCCCNC(=O)CCC(=O)N(CCCCCNC(=O)CCC(=O)N(CCCCCN)O)O)O.CS(=O)(=O)O (Desferal). Solvent: [Cl-].[Cl-].[Zn+2].O=C[C@H](O)[C@@H](O)[C@H](O)[C@H](O)CO (ZnCl2 glucose). The product is [Zn].CC(=O)N(CCCCCNC(=O)CCC(=O)N(CCCCCNC(=O)CCC(=O)N(CCCCCN)O)O)O.CS(=O)(=O)O (Zn Desferal). Reaction SMILES: [CH3:1][C:2]([N:4]([OH:39])[CH2:5][CH2:6][CH2:7][CH2:8][CH2:9][NH:10][C:11]([CH2:13][CH2:14][C:15]([N:17]([OH:38])[CH2:18][CH2:19][CH2:20][CH2:21][CH2:22][NH:23][C:24]([CH2:26][CH2:27][C:28]([N:30]([OH:37])[CH2:31][CH2:32][CH2:33][CH2:34][CH2:35][NH2:36])=[O:29])=[O:25])=[O:16])=[O:12])=[O:3].[CH3:40][S:41]([OH:44])(=[O:43])=[O:42].[Cl-].[Zn+2:46].[Cl-].O=C[C@@H]([C@H]([C@@H]([C@@H](CO)O)O)O)O>[Cl-].[Cl-].[Zn+2].O=C[C@@H]([C@H]([C@@H]([C@@H](CO)O)O)O)O>[Zn:46].[CH3:1][C:2]([N:4]([OH:39])[CH2:5][CH2:6][CH2:7][CH2:8][CH2:9][NH:10][C:11]([CH2:13][CH2:14][C:15]([N:17]([OH:38])[CH2:18][CH2:19][CH2:20][CH2:21][CH2:22][NH:23][C:24]([CH2:26][CH2:27][C:28]([N:30]([OH:37])[CH2:31][CH2:32][CH2:33][CH2:34][CH2:35][NH2:36])=[O:29])=[O:25])=[O:16])=[O:12])=[O:3].[CH3:40][S:41]([OH:44])(=[O:43])=[O:42] |f:0.1,2.3.4,6.7.8.9,10.11.12|. Procedure details: 10 ml of sterile solution containing 500 mg Desferal, 10.4 mg zinc chloride and 1 gr of glucose is prepared by dissolving the contents of one vial of Desferal in ZnCl2 /glucose sterile solution. Reactants: FC(C(=O)O)(F)F (trifluoroacetic acid), NC=1SC=C(N1)/C(/C(=O)N[C@H]1[C@@H]2N(C(=C(CS2)SCC=2C=NN(C2)C(C2=CC=CC=C2)(C2=CC=CC=C2)C2=CC=CC=C2)C(=O)OC(C2=CC=CC=C2)C2=CC=CC=C2)C1=O)=N/OC (diphenylmethyl 7β-[2-(2-aminothiazol-4-yl)-2-(Z)-(methoxyimino)acetamido]-3-[(1-tritylpyrazol-4-yl)methylthio]-3-cephem-4-carboxylate). The solvent is C1(=CC=CC=C1)OC (anisole), ClCCl (dichloromethane). Reaction conditions: time 2 hour. Product: NC=1SC=C(N1)/C(/C(=O)N[C@H]1[C@@H]2N(C(=C(CS2)SCC=2C=NNC2)C(=O)O)C1=O)=N/OC (7β-[2-(2-aminothiazol-4-yl)-2-(Z)-(methoxyimino)acetamido]-3-[(pyrazol-4-yl)methylthio]-3-cephem-4-carboxylic acid). Isolated yield 62.6%. RXN SMILES: FC(F)(F)C(O)=O.[NH2:8][C:9]1[S:10][CH:11]=[C:12](/[C:14](=[N:69]/[O:70][CH3:71])/[C:15]([NH:17][C@@H:18]2[C:67](=[O:68])[N:20]3[C:21]([C:51]([O:53]C(C4C=CC=CC=4)C4C=CC=CC=4)=[O:52])=[C:22]([S:25][CH2:26][C:27]4[CH:28]=[N:29][N:30](C(C5C=CC=CC=5)(C5C=CC=CC=5)C5C=CC=CC=5)[CH:31]=4)[CH2:23][S:24][C@H:19]23)=[O:16])[N:13]=1>C1(OC)C=CC=CC=1.ClCCl>[NH2:8][C:9]1[S:10][CH:11]=[C:12](/[C:14](=[N:69]/[O:70][CH3:71])/[C:15]([NH:17][C@@H:18]2[C:67](=[O:68])[N:20]3[C:21]([C:51]([OH:53])=[O:52])=[C:22]([S:25][CH2:26][C:27]4[CH:28]=[N:29][NH:30][CH:31]=4)[CH2:23][S:24][C@H:19]23)=[O:16])[N:13]=1. Reported procedure: Under nitrogen atomosphere, 1 ml of trifluoroacetic acid was added slowly to a solution of 500 mg of diphenylmethyl 7β-[2-(2-aminothiazol-4-yl)-2-(Z)-(methoxyimino)acetamido]-3-[(1-tritylpyrazol-4-yl)methylthio]-3-cephem-4-carboxylate in anisole (0.5 ml) and dichloromethane (1.5 ml) at 0° C. The mixture was warmed to a room temperature and stirred for 2 hours. The mixture was poured into IPE and the resulting precipitate was collected by filtration. The precipitate was dissolved in pH 6.86 buffe... Starting materials: [BH4-], C1CCOC1, COC(=O)c1cc(N2CCOCC2C)nc(Cl)n1, [Li+], O. Product: CC1COCCN1c1cc(CO)nc(Cl)n1. Reaction SMILES: [BH4-:1].[CH2:22]1[O:23][CH2:24][CH2:25][CH2:26]1.[Cl:3][c:4]1[n:5][c:6]([N:14]2[CH:15]([CH3:20])[CH2:16][O:17][CH2:18][CH2:19]2)[cH:7][c:8]([C:10](=[O:11])[O:12][CH3:13])[n:9]1.[Li+:2].[OH2:21]>>[Cl:3][c:4]1[n:5][c:6]([N:14]2[CH:15]([CH3:20])[CH2:16][O:17][CH2:18][CH2:19]2)[cH:7][c:8]([CH2:10][OH:11])[n:9]1. The reactants are C1CCOC1, C=C[Sn](CCCC)(CCCC)CCCC, Clc1ccc2nccnc2n1. The product is C=Cc1ccc2nccnc2n1. RXN SMILES: [CH2:27]1[O:28][CH2:29][CH2:30][CH2:31]1.[CH:12](=[CH2:13])[Sn:14]([CH2:15][CH2:16][CH2:17][CH3:18])([CH2:19][CH2:20][CH2:21][CH3:22])[CH2:23][CH2:24][CH2:25][CH3:26].[Cl:1][c:2]1[cH:3][cH:4][c:5]2[c:6]([n:7][cH:8][cH:9][n:10]2)[n:11]1>>[c:2]1([CH:12]=[CH2:13])[cH:3][cH:4][c:5]2[c:6]([n:7][cH:8][cH:9][n:10]2)[n:11]1. Starting materials: CC=1C=CC(=CC1)S(=O)(=O)O (p-toluenesulfonate), COCO[C@H]1CC[C@]2([C@@H](C(OC=3[C@H]4[C@](CCC23)([C@H](CC4)[C@@H](COC)C)C)=O)C1)C ((1R,3aR,5aS,7S,9aS,11aR)-7-Methoxymethoxy-1-[(S)-1-methoxypropan-2-yl]-9a,11a-dimethyl-1,2,3,3a,5a,6,7,8,9,9a,11,11a-dodecahydrobenzo[c]cyclopenta[h]chromen-5(10H)-one), [Cl-].[NH4+] (ammonium chloride). The solvent is C(C)(C)(C)O (tert-butanol). Reaction conditions: temperature 105 celsius, time 4 hour. Product: O[C@H]1CC[C@]2([C@@H](C(OC=3[C@H]4[C@](CCC23)([C@H](CC4)[C@@H](COC)C)C)=O)C1)C ((1R,3aR,5aS,7S,9aS,11aR)-7-Hydroxy-1-[(S)-1-methoxypropan-2-yl]-9a,11a-dimethyl-1,2,3,3a,5a,6,7,8,9,9a,11,11a-dodecahydrobenzo[c]cyclopenta[h]chromen-5(10H)-one). Isolated yield 28.9%. RXN SMILES: COC[O:4][C@@H:5]1[CH2:28][C@@H:9]2[C:10](=[O:27])[O:11][C:12]3[C@@H:13]4[CH2:20][CH2:19][C@H:18]([C@H:21]([CH3:25])[CH2:22][O:23][CH3:24])[C@@:14]4([CH3:26])[CH2:15][CH2:16][C:17]=3[C@@:8]2([CH3:29])[CH2:7][CH2:6]1.CC1C=CC(S(O)(=O)=O)=CC=1.[Cl-].[NH4+]>C(O)(C)(C)C>[OH:4][C@@H:5]1[CH2:28][C@@H:9]2[C:10](=[O:27])[O:11][C:12]3[C@@H:13]4[CH2:20][CH2:19][C@H:18]([C@H:21]([CH3:25])[CH2:22][O:23][CH3:24])[C@@:14]4([CH3:26])[CH2:15][CH2:16][C:17]=3[C@@:8]2([CH3:29])[CH2:7][CH2:6]1 |f:2.3|. Procedure: Compound 67 (581.6 mg, 1.431 mmol) obtained in Example 63 was dissolved in tert-butanol (48 mL), and pyrimidium p-toluenesulfonate (3.6 g; 14 mmol) was added thereto, followed by stirring at 105° C. for 4 hours. The reaction mixture was cooled to 0° C., a saturated aqueous ammonium chloride solution was added, followed by extraction with ethyl acetate (50 mL×3). The organic layer was washed with saturated brine, dried over anhydrous magnesium sulfate, and concentrated to yield a residue. The res... Starting materials: C(=O)(O)C1=CC=C(CC=2CS([C@H]3N(C2C(=O)O)C([C@H]3NC(CC3=CC=CC=C3)=O)=O)=O)O1 (3-(5-carboxy-furfuryl)-7β-phenylacetylamino-ceph-3-em-4-carboxylic acid 1-oxide), tin-II-chloride, C(C)(=O)Cl (acetic acid chloride). Solvent: CN(C=O)C (dimethylformamide). Reaction conditions: time 2 hour. Yields the product C(=O)(O)C1=CC=C(CC=2CS[C@H]3N(C2C(=O)O)C([C@H]3NC(CC3=CC=CC=C3)=O)=O)O1 (3-(5-carboxy-furfuryl)-7β-phenylacetylamino-ceph-3-em-4-carboxylic acid). Reaction SMILES: [C:1]([C:4]1[O:32][C:7]([CH2:8][C:9]2[CH2:10][S:11](=O)[C@@H:12]3[C@H:19]([NH:20][C:21](=[O:29])[CH2:22][C:23]4[CH:28]=[CH:27][CH:26]=[CH:25][CH:24]=4)[C:18](=[O:30])[N:13]3[C:14]=2[C:15]([OH:17])=[O:16])=[CH:6][CH:5]=1)([OH:3])=[O:2].C(Cl)(=O)C>CN(C)C=O>[C:1]([C:4]1[O:32][C:7]([CH2:8][C:9]2[CH2:10][S:11][C@@H:12]3[C@H:19]([NH:20][C:21](=[O:29])[CH2:22][C:23]4[CH:24]=[CH:25][CH:26]=[CH:27][CH:28]=4)[C:18](=[O:30])[N:13]3[C:14]=2[C:15]([OH:17])=[O:16])=[CH:6][CH:5]=1)([OH:3])=[O:2]. Reported procedure: To a mixture of 1.3 g of crude 3-(5-carboxy-furfuryl)-7β-phenylacetylamino-ceph-3-em-4-carboxylic acid 1-oxide and 1.7 g of tin-II-chloride in 20 ml of dimethylformamide are added dropwise under anhydrous conditions 6 ml of acetic acid chloride, the temperature being maintained at 0°-5°. The reaction mixture is subsequently stirred for 2 hours and worked up in a conventional manner for free acids (see Example 78). Chromatography of the crude product (silica gel, washed with hydrochloric acid; el... Starting materials: C(C)(C)O (isopropanol), Cl.O[C@@H](C[N+](C)(C)C)CC([O-])=O ((R)-carnitine hydrochloride). Solvent: O (H2O). Product: O[C@@H](C[N+](C)(C)C)CC([O-])=O ((R)-Carnitine). As a reaction SMILES: C(O)(C)C.Cl.[OH:6][C@H:7]([CH2:13][C:14](=[O:16])[O-:15])[CH2:8][N+:9]([CH3:12])([CH3:11])[CH3:10]>O>[OH:6][C@H:7]([CH2:13][C:14](=[O:15])[O-:16])[CH2:8][N+:9]([CH3:12])([CH3:10])[CH3:11] |f:1.2|. Procedure details: To a solution of (R)-3-acetyloxy-4-tosyloxybutanenitrile (4.07 g, 13.70 mmol) in ethanol (40 mL) was added excess aq., trimethyl amine, refluxed overnight and the solvents in the reaction mixture were evaporated. To the resulting residue was added cone. HCl and heated to 80° C. for 6 h after evaporation of the solvent the residue containing crude (R)-carnitine was purified over an on exchange column, chromatography (Amberlite IR-120 W). The column was first eluted with water until the fractions ... Starting materials: CCOC(=O)c1nn(Cc2ccc(Br)nc2)c2c(Cl)cccc2c1=O, O=C([O-])[O-], Cc1ccc(B(O)O)cn1, CN(C)C=O, [Cs+], [Cs+], Cl[Cu], O. Product: CCOC(=O)c1nn(Cc2ccc(-c3ccc(C)nc3)nc2)c2c(Cl)cccc2c1=O. As a reaction SMILES: [Br:1][c:2]1[cH:3][cH:4][c:5]([CH2:8][n:9]2[n:10][c:11]([C:21](=[O:22])[O:23][CH2:24][CH3:25])[c:12](=[O:20])[c:13]3[cH:14][cH:15][cH:16][c:17]([Cl:19])[c:18]23)[cH:6][n:7]1.[C:36](=[O:37])([O-:38])[O-:39].[CH3:26][c:27]1[cH:28][cH:29][c:30]([B:33]([OH:34])[OH:35])[cH:31][n:32]1.[CH3:42][N:43]([CH3:44])[CH:45]=[O:46].[Cs+:40].[Cs+:41].[Cu:48][Cl:49].[OH2:47]>>[c:2]1(-[c:30]2[cH:29][cH:28][c:27]([CH3:26])[n:32][cH:31]2)[cH:3][cH:4][c:5]([CH2:8][n:9]2[n:10][c:11]([C:21](=[O:22])[O:23][CH2:24][CH3:25])[c:12](=[O:20])[c:13]3[cH:14][cH:15][cH:16][c:17]([Cl:19])[c:18]23)[cH:6][n:7]1. The reactants are CON(C(C1=CC(=CC=C1)C=1C=CC2=C(C=C(O2)CCN2[C@@H](CCC2)C)C1)=O)C (N-methoxy-N-methyl-3-(2-{2-[(2R)-2-methyl-1-pyrrolidinyl]ethyl}-1-benzofuran-5-yl)benzamide), C(C)[Mg]Br (ethylmagnesium bromide). The solvent is O1CCCC1 (tetrahydrofuran), O1CCCC1 (tetrahydrofuran). Run at temperature 0 celsius, time 8 hour. Yields the product C[C@H]1N(CCC1)CCC=1OC2=C(C1)C=C(C=C2)C=2C=C(C=CC2)C(CC)=O (1-[3-(2-{2-[(2R)-2-methyl-1-pyrrolidinyl]ethyl}-1-benzofuran-5-yl)phenyl]-1-propanone). The yield is 44.0%. Reaction SMILES: CON(C)[C:4](=[O:28])[C:5]1[CH:10]=[CH:9][CH:8]=[C:7]([C:11]2[CH:12]=[CH:13][C:14]3[O:18][C:17]([CH2:19][CH2:20][N:21]4[CH2:25][CH2:24][CH2:23][C@H:22]4[CH3:26])=[CH:16][C:15]=3[CH:27]=2)[CH:6]=1.[CH2:30]([Mg]Br)[CH3:31]>O1CCCC1>[CH3:26][C@@H:22]1[CH2:23][CH2:24][CH2:25][N:21]1[CH2:20][CH2:19][C:17]1[O:18][C:14]2[CH:15]=[CH:27][C:11]([C:7]3[CH:6]=[C:5]([C:4](=[O:28])[CH2:30][CH3:31])[CH:10]=[CH:9][CH:8]=3)=[CH:12][C:13]=2[CH:16]=1. Procedure details: The product from Example 145 (20 mg, 0.05 mmol) was dissolved into tetrahydrofuran (900 μL), cooled to 0° C., and treated with 1.0 M ethylmagnesium bromide in tetrahydrofuran (150 μL, 150 μmol). The reaction mixture was then stirred at room temperature overnight, quenched by the addition of saturated aqueous NH4Cl, and diluted with EtOAc. The aqueous phase was separated and extracted with EtOAc, and the combined organic phases were washed consecutively with 0.5 M aqueous dipotassium hydrogen pho...